Dataset: the Open Reaction Database (ORD), a public repository of structured organic reaction records. Task: describe an organic reaction: reactants, conditions, products, and yield Reactants: CN (methylamine), CC1(OC[C@H](O1)CN1N=C(C=C1)N1C(C2=CC=CC=C2C1=O)=O)C (2-[1-((R)-2,2-dimethyl-[1,3]dioxolan-4-yl-methyl)-1H-pyrazol-3-yl]-isoindole-1,3-dione), CCCCCCC (Heptane). Run in C(C)O (ethanol), C(C)(C)(C)OC (methyl t-butyl ether), C(C)O (ethanol). Run at time 30 minute. Product: CC1(OC[C@H](O1)CN1N=C(C=C1)N)C (1-((R)-2,2-dimethyl-[1,3]dioxolan-4-yl-methyl)-1H-pyrazol-3-ylamine). Yield: 94.4%. As a reaction SMILES: [CH3:1][C:2]1([CH3:24])[O:6][C@H:5]([CH2:7][N:8]2[CH:12]=[CH:11][C:10]([N:13]3C(=O)C4C(=CC=CC=4)C3=O)=[N:9]2)[CH2:4][O:3]1.CN.CCCCCCC>C(OC)(C)(C)C.C(O)C>[CH3:1][C:2]1([CH3:24])[O:6][C@H:5]([CH2:7][N:8]2[CH:12]=[CH:11][C:10]([NH2:13])=[N:9]2)[CH2:4][O:3]1. Procedure details: A suspension of 2-[1-((R)-2,2-dimethyl-[1,3]dioxolan-4-yl-methyl)-1H-pyrazol-3-yl]-isoindole-1,3-dione (5.00 g, 15.3 mmol) in methyl t-butyl ether (50 mL) and ethanol (30 mL) was cooled with an ice water bath, and 33 wt. % methylamine in ethanol (20.0 mL, 161 mmol) was added. After 30 min, the mixture was warmed to room temperature and stirred for 2 h. Heptane (50 mL) was added and the mixture was cooled (−20° C.) for 30 min. The resulting solids were removed by filtration and rinsed with heptan... The reactants are ClC=1C=CC=2N(C(C3=C(N(C2N1)CC)N=CC(=C3)CCl)=O)C (2-chloro-8-chloromethyl5,11-dihydro-11-ethyl-5-methyl-6H-dipyrido[3,2-b:2',3'-e][1,4]diazepin-6-one), OC1=CC=C(C(=O)OC)C=C1 (methyl 4-hydroxybenzoate). The product is ClC=1C=CC=2N(C(C3=C(N(C2N1)CC)N=CC(=C3)COC3=CC=C(C=C3)C(=O)OC)=O)C (2-chloro-5,11-dihydro-11-ethyl-8-(4-(methoxycarbonyl)phenyloxy)methyl-5-methyl-6H-dipyrido[3,2-b :2',3'-e][1,4]diazepin-6-one). The yield is 45.0%. As a reaction SMILES: [Cl:1][C:2]1[CH:3]=[CH:4][C:5]2[N:6]([CH3:22])[C:7](=[O:21])[C:8]3[CH:18]=[C:17]([CH2:19]Cl)[CH:16]=[N:15][C:9]=3[N:10]([CH2:13][CH3:14])[C:11]=2[N:12]=1.[OH:23][C:24]1[CH:33]=[CH:32][C:27]([C:28]([O:30][CH3:31])=[O:29])=[CH:26][CH:25]=1>>[Cl:1][C:2]1[CH:3]=[CH:4][C:5]2[N:6]([CH3:22])[C:7](=[O:21])[C:8]3[CH:18]=[C:17]([CH2:19][O:23][C:24]4[CH:25]=[CH:26][C:27]([C:28]([O:30][CH3:31])=[O:29])=[CH:32][CH:33]=4)[CH:16]=[N:15][C:9]=3[N:10]([CH2:13][CH3:14])[C:11]=2[N:12]=1. Reported procedure: Using a procedure analogous to that described in Example 98, the title compound, m.p. 196°-197° C., was prepared from 2-chloro-8-chloromethyl5,11-dihydro-11-ethyl-5-methyl-6H-dipyrido[3,2-b:2',3'-e][1,4]diazepin-6-one and methyl 4-hydroxybenzoate. The yield was 45% of theory.